The task is: describe an organic reaction: reactants, conditions, products, and yield. This data is from the Open Reaction Database (ORD), a public repository of structured organic reaction records. Reactants: ClC=1C(=C(C=O)C=CC1)C (3-chloro-2-methylbenzaldehyde), C1(=CC=CC=C1)P(=CC(=O)[O-])(C1=CC=CC=C1)C1=CC=CC=C1 (2-(triphenylphosphoranylidene)acetate), CO (MeOH). The yield is 24.0%. As a reaction SMILES: [Cl:1][C:2]1[C:3]([CH3:10])=[C:4]([CH:7]=[CH:8][CH:9]=1)[CH:5]=O.C1(P(C2C=CC=CC=2)(C2C=CC=CC=2)=[CH:18][C:19]([O-:21])=[O:20])C=CC=CC=1.[CH3:34]O>>[Cl:1][C:2]1[C:3]([CH3:10])=[C:4](/[CH:5]=[CH:18]/[C:19]([O:21][CH3:34])=[O:20])[CH:7]=[CH:8][CH:9]=1. Reported procedure: A mixture of (2-methoxy-2-oxoethyl)triphenylphosphonium bromide (10.0 g, 24.08 mmol) in 100 mL DCM, 50 mL water and NaOH (10 N) (4.82 ml, 48.2 mmol) was vigorously shaken in a separatory funnel. The organic layer was separated and the aqueous phase was extracted with DCM. The combined organic layers were dried (MgSO4) and concentrated to give methyl 2-(triphenylphosphoranylidene)acetate (7.5 g, 93% yield) as a white solid. A solution of 3-chloro-2-methylbenzaldehyde (0.7 g, 4.53 mmol) and 2-(tri... The product is ClC=1C(=C(C=CC1)/C=C/C(=O)OC)C ((E)-Methyl 3-(3-chloro-2-methylphenyl)acrylate). Yields the product C(C1=CC=CC=C1)(=O)NC(C(=O)OCC#C)CC1=CC=C(C=C1)OC(C1=CC=CC=C1)=O (Propargyl 2-(benzoylamino)-3-(4-benzoyloxyphenyl)propanoate). Reaction SMILES: [C:1]([NH:9][CH:10]([CH2:14][C:15]1[CH:20]=[CH:19][C:18]([O:21][C:22](=[O:29])[C:23]2[CH:28]=[CH:27][CH:26]=[CH:25][CH:24]=2)=[CH:17][CH:16]=1)[C:11]([OH:13])=[O:12])(=[O:8])[C:2]1[CH:7]=[CH:6][CH:5]=[CH:4][CH:3]=1.[CH2:30](O)[C:31]#[CH:32]>>[C:1]([NH:9][CH:10]([CH2:14][C:15]1[CH:20]=[CH:19][C:18]([O:21][C:22](=[O:29])[C:23]2[CH:28]=[CH:27][CH:26]=[CH:25][CH:24]=2)=[CH:17][CH:16]=1)[C:11]([O:13][CH2:32][C:31]#[CH:30])=[O:12])(=[O:8])[C:2]1[CH:3]=[CH:4][CH:5]=[CH:6][CH:7]=1. Procedure details: Proceeding in a similar manner, but substituting for 2-(benzoylamino)-3-(4-benzoyloxyphenyl)propanoic acid, and using propargyl alcohol or another appropriate acetylenic alcohol, the mono-acids prepared by Example 1 and 2 may be converted to the corresponding ester, to obtain, for example: Reactants: C(C1=CC=CC=C1)(=O)NC(C(=O)O)CC1=CC=C(C=C1)OC(C1=CC=CC=C1)=O (2-(benzoylamino)-3-(4-benzoyloxyphenyl)propanoic acid), ester, C(C#C)O (propargyl alcohol), acetylenic alcohol. Reactants: O=C([O-])O, CO, Cl, O=N[O-], [Na+], [Na+], [Na+], c1ccc(Nc2cccc(Oc3ccccc3)c2)cc1, [OH-], O, O, O, Cl[Sn](Cl)(Cl)Cl. Yields the product NNc1cccc(Oc2ccccc2)c1. RXN SMILES: [C:34](=[O:35])([OH:36])[O-:37].[CH3:39][OH:40].[ClH:42].[N:21]([O-:22])=[O:23].[Na+:24].[Na+:33].[Na+:38].[O:1]([c:2]1[cH:3][cH:4][cH:5][cH:6][cH:7]1)[c:8]1[cH:9][c:10]([NH:14][c:15]2[cH:16][cH:17][cH:18][cH:19][cH:20]2)[cH:11][cH:12][cH:13]1.[OH-:32].[OH2:25].[OH2:26].[OH2:41].[Sn:27]([Cl:28])([Cl:29])([Cl:30])[Cl:31]>>[O:1]([c:2]1[cH:3][cH:4][cH:5][cH:6][cH:7]1)[c:8]1[cH:9][c:10]([NH:14][NH2:21])[cH:11][cH:12][cH:13]1. Reactants: C(=C)S(=O)(=O)C=C (Vinyl sulfone), [Cl-].[Al+3].[Cl-].[Cl-] (Aluminum chloride), FC1=C(N)C(=CC=C1)F (2,6-difluoroaniline). The solvent is ClC1=CC=CC=C1 (chlorobenzene). Conditions: temperature 110 celsius. The product is FC1=C(C(=CC=C1)F)N1CCS(CC1)(=O)=O (4-(2,6-difluorophenyl)thiomorpholine 1,1-dioxide). As a reaction SMILES: [Cl-].[Al+3].[Cl-].[Cl-].[CH:5]([S:7]([CH:10]=[CH2:11])(=[O:9])=[O:8])=[CH2:6].[F:12][C:13]1[CH:19]=[CH:18][CH:17]=[C:16]([F:20])[C:14]=1[NH2:15]>ClC1C=CC=CC=1>[F:12][C:13]1[CH:19]=[CH:18][CH:17]=[C:16]([F:20])[C:14]=1[N:15]1[CH2:11][CH2:10][S:7](=[O:9])(=[O:8])[CH2:5][CH2:6]1 |f:0.1.2.3|. Procedure details: Aluminum chloride (310 g, 2.3 mol) is added to chlorobenzene (2.5 L) to give a cloudy green suspension. Vinyl sulfone (230 mL, 2.3 mol) is added via funnel, followed by 2,6-difluoroaniline (250 mL, 2.3 mol). The light brown solution is heated to 110° C. Upon completion of the reaction, the heat is removed and the black solution is self-cooled to 70° C. The reaction mixture is then quenched in methylene chloride (4 L) and ice water (5 L), the aqueous phase is extracted with methylene chloride (3 ... The reactants are CC(C)=CCBr, CCCCCC, CS(C)=O, COC(=O)C(C)C, CC(C)[N-]C(C)C, [Cl-], [Li+], [Na+], C1CCOC1. Product: COC(=O)C(C)(C)CC=C(C)C. Reaction SMILES: [Br:16][CH2:17][CH:18]=[C:19]([CH3:20])[CH3:21].[CH3:24][CH2:25][CH2:26][CH2:27][CH2:28][CH3:29].[CH3:30][S:31](=[O:32])[CH3:33].[CH3:9][O:10][C:11]([CH:12]([CH3:13])[CH3:14])=[O:15].[CH:1]([N-:2][CH:5]([CH3:6])[CH3:7])([CH3:3])[CH3:4].[Cl-:23].[Li+:8].[Na+:22].[O:34]1[CH2:35][CH2:36][CH2:37][CH2:38]1>>[C:5]([CH3:6])([CH3:7])([C:11]([O:10][CH3:9])=[O:15])[CH2:17][CH:18]=[C:19]([CH3:20])[CH3:21]. The reactants are N1(CCCC1)[C@@H]1[C@@H](CCC1)N (cis-2-pyrrolidin-1-yl-cyclopentylamine), N1(CCCC1)[C@@H]1[C@@H](CCC1)N (cis-2-pyrrolidin-1-yl-cyclopentylamine), CSC1=C(C(=O)O)C(=CC(=C1)C(F)(F)F)C(F)(F)F (2-methylsulfanyl-4,6-bis-trifluoromethyl-benzoic acid). Product: CSC1=C(C(=O)N[C@H]2[C@H](CCC2)N2CCCC2)C(=CC(=C1)C(F)(F)F)C(F)(F)F (cis-2-Methylsulfanyl-N-(2-pyrrolidin-1-yl-cyclopentyl)-4,6-bis-trifluoromethyl-benzamide). Reaction SMILES: [N:1]1([C@H:6]2[CH2:10][CH2:9][CH2:8][C@H:7]2[NH2:11])[CH2:5][CH2:4][CH2:3][CH2:2]1.[CH3:12][S:13][C:14]1[CH:22]=[C:21]([C:23]([F:26])([F:25])[F:24])[CH:20]=[C:19]([C:27]([F:30])([F:29])[F:28])[C:15]=1[C:16](O)=[O:17]>>[CH3:12][S:13][C:14]1[CH:22]=[C:21]([C:23]([F:24])([F:26])[F:25])[CH:20]=[C:19]([C:27]([F:28])([F:29])[F:30])[C:15]=1[C:16]([NH:11][C@@H:7]1[CH2:8][CH2:9][CH2:10][C@@H:6]1[N:1]1[CH2:2][CH2:3][CH2:4][CH2:5]1)=[O:17]. Procedure: The title compound, white solid, MS: m/e=441.2 [(M+H)+], was prepared in accordance with the general method of example 5 from cis-2-pyrrolidin-1-yl-cyclopentylamine (intermediate Q) and 2-methylsulfanyl-4,6-bis-trifluoromethyl-benzoic acid (CAS 896120-49-3). The reactants are C1CCOC1, COC(=O)c1cc(Oc2nc3c(F)c(-c4ccc5c(ccn5C)c4)c(F)cc3[nH]2)ccc1C, CO, [Na+], [OH-], O. Product: Cc1ccc(Oc2nc3c(F)c(-c4ccc5c(ccn5C)c4)c(F)cc3[nH]2)cc1C(=O)O. Reaction SMILES: [CH2:39]1[O:40][CH2:41][CH2:42][CH2:43]1.[CH3:1][O:2][C:3]([c:4]1[c:5]([CH3:32])[cH:6][cH:7][c:8]([O:10][c:11]2[n:12][c:13]3[c:14]([nH:15]2)[cH:16][c:17]([F:31])[c:18](-[c:21]2[cH:22][c:23]4[cH:24][cH:25][n:26]([CH3:30])[c:27]4[cH:28][cH:29]2)[c:19]3[F:20])[cH:9]1)=[O:33].[CH3:34][OH:35].[Na+:38].[OH-:37].[OH2:36]>>[O:2]=[C:3]([c:4]1[c:5]([CH3:32])[cH:6][cH:7][c:8]([O:10][c:11]2[n:12][c:13]3[c:14]([nH:15]2)[cH:16][c:17]([F:31])[c:18](-[c:21]2[cH:22][c:23]4[cH:24][cH:25][n:26]([CH3:30])[c:27]4[cH:28][cH:29]2)[c:19]3[F:20])[cH:9]1)[OH:33]. Reactants: COC1=NCCC1 (2-methoxy-1-pyrroline), C1(=CC=CC=C1)C(CC(C)=O)=O (1-phenyl-1,3-butanedione). The solvent is CCCCCC (hexane). Run at time 18 hour. Yields the product C1(=CC=CC=C1)C(C(C(C)=O)=C1NCCC1)=O (1-phenyl-2-(2-pyrrolidinylidene)-1,3-butanedione). RXN SMILES: CO[C:3]1[CH2:7][CH2:6][CH2:5][N:4]=1.[C:8]1([C:14](=[O:19])[CH2:15][C:16](=[O:18])[CH3:17])[CH:13]=[CH:12][CH:11]=[CH:10][CH:9]=1>CCCCCC>[C:8]1([C:14](=[O:19])[C:15](=[C:3]2[CH2:7][CH2:6][CH2:5][NH:4]2)[C:16](=[O:18])[CH3:17])[CH:13]=[CH:12][CH:11]=[CH:10][CH:9]=1. Procedure details: 9.9 g (0.1 mole) of 2-methoxy-1-pyrroline and 24.4 g (0.15 mole) of 1-phenyl-1,3-butanedione are mixed together and, in a nitrogen atmosphere, heated with stirring for 18 hours in an oil bath at 100°. The dark reaction mixture is cooled to 60° and 500 ml of hexane is added. Upon further cooling to room temperature, the reaction product crystallises out. Recrystallisation from ethyl acetate/hexane yields 1-phenyl-2-(2-pyrrolidinylidene)-1,3-butanedione, m.p. 106°-108°.